From a dataset of the Open Reaction Database (ORD), a public repository of structured organic reaction records. describe an organic reaction: reactants, conditions, products, and yield Reactants: CN1CCCC1c1ccc(N)nc1, CN(C)C=O, COC=C1C(=O)NC(=O)c2ccc(I)cc21. Product: CN1CCCC1c1ccc(NC=C2C(=O)NC(=O)c3ccc(I)cc32)nc1. Reaction SMILES: [CH3:17][N:18]1[CH:19]([c:23]2[cH:24][cH:25][c:26]([NH2:29])[n:27][cH:28]2)[CH2:20][CH2:21][CH2:22]1.[CH3:30][N:31]([CH3:32])[CH:33]=[O:34].[I:1][c:2]1[cH:3][c:4]2[c:9]([cH:10][cH:11]1)[C:8](=[O:12])[NH:7][C:6](=[O:13])[C:5]2=[CH:14][O:15][CH3:16]>>[I:1][c:2]1[cH:3][c:4]2[c:9]([cH:10][cH:11]1)[C:8](=[O:12])[NH:7][C:6](=[O:13])[C:5]2=[CH:14][NH:29][c:26]1[cH:25][cH:24][c:23]([CH:19]2[N:18]([CH3:17])[CH2:22][CH2:21][CH2:20]2)[cH:28][n:27]1. The reactants are NC1C2=C(SCC3=C1C=CC=C3)C=CC=C2 (11-amino-6,11-dihydrodibenzo[b,e]thiepin), FC1=CC=C(C=C1)N1CCN(CC1)CCCC(=O)O (4-[4-(4-fluorophenyl)-1-piperazinyl]butyric acid), C1(CCCCC1)N=C=NC1CCCCC1 (dicyclohexylcarbodiimide). Solvent: C(Cl)Cl (methylene chloride). Reaction conditions: time 15 hour. Product: FC1=CC=C(C=C1)N1CCN(CC1)CCCC(=O)NC1C2=C(SCC3=C1C=CC=C3)C=CC=C2 (11-[4-[4-(4-fluorophenyl)-1-piperazinyl]butyrylamino]-6,11-dihydrodibenzo[b,e]thiepin). Yield: 39.5%. Reaction SMILES: [NH2:1][CH:2]1[C:8]2[CH:9]=[CH:10][CH:11]=[CH:12][C:7]=2[CH2:6][S:5][C:4]2[CH:13]=[CH:14][CH:15]=[CH:16][C:3]1=2.[F:17][C:18]1[CH:23]=[CH:22][C:21]([N:24]2[CH2:29][CH2:28][N:27]([CH2:30][CH2:31][CH2:32][C:33](O)=[O:34])[CH2:26][CH2:25]2)=[CH:20][CH:19]=1.C1(N=C=NC2CCCCC2)CCCCC1>C(Cl)Cl>[F:17][C:18]1[CH:19]=[CH:20][C:21]([N:24]2[CH2:25][CH2:26][N:27]([CH2:30][CH2:31][CH2:32][C:33]([NH:1][CH:2]3[C:8]4[CH:9]=[CH:10][CH:11]=[CH:12][C:7]=4[CH2:6][S:5][C:4]4[CH:13]=[CH:14][CH:15]=[CH:16][C:3]3=4)=[O:34])[CH2:28][CH2:29]2)=[CH:22][CH:23]=1. Procedure: A mixture of 2.3 g of 11-amino-6,11-dihydrodibenzo[b,e]thiepin, 2.9 g of 4-[4-(4-fluorophenyl)-1-piperazinyl]butyric acid, 2.3 g of dicyclohexylcarbodiimide and 50 ml of methylene chloride is stirred at room temperature for 15 hours. After removal of the precipitated crystals by filtration, the filtrate is concentrated under reduced pressure. The residue is recrystallized from chloroform-n-hexane to give 1.9 g of the title compound, m.p. 194°-194.5° C.; Starting materials: CS(=O)(=O)OS(C)(=O)=O, CCN(C(C)C)C(C)C, ClCCl, c1ccc(N2CCNCC2)nc1, OCc1cc2ccccc2s1. Product: c1ccc(N2CCN(Cc3cc4ccccc4s3)CC2)nc1. RXN SMILES: [CH3:12][S:13]([O:14][S:15]([CH3:16])(=[O:17])=[O:18])(=[O:19])=[O:20].[CH:21]([N:22]([CH2:23][CH3:24])[CH:25]([CH3:26])[CH3:27])([CH3:28])[CH3:29].[Cl:42][CH2:43][Cl:44].[n:30]1[c:31]([N:36]2[CH2:37][CH2:38][NH:39][CH2:40][CH2:41]2)[cH:32][cH:33][cH:34][cH:35]1.[s:1]1[c:2]([CH2:10][OH:11])[cH:3][c:4]2[c:5]1[cH:6][cH:7][cH:8][cH:9]2>>[s:1]1[c:2]([CH2:10][N:39]2[CH2:38][CH2:37][N:36]([c:31]3[n:30][cH:35][cH:34][cH:33][cH:32]3)[CH2:41][CH2:40]2)[cH:3][c:4]2[c:5]1[cH:6][cH:7][cH:8][cH:9]2. Reactants: COc1nc(C)cnc1N(C(=O)OCC(C)C)S(=O)(=O)c1cccnc1-c1ccc(CC(C)(C)C(=O)O)cc1, C[O-], CO, [Na+]. Yields the product COc1nc(C)cnc1NS(=O)(=O)c1cccnc1-c1ccc(CC(C)(C)C(=O)O)cc1. Reaction SMILES: [C:1](=[O:2])([OH:3])[C:4]([CH2:5][c:6]1[cH:7][cH:8][c:9](-[c:12]2[n:13][cH:14][cH:15][cH:16][c:17]2[S:18](=[O:19])(=[O:20])[N:21]([c:22]2[n:23][cH:24][c:25]([CH3:30])[n:26][c:27]2[O:28][CH3:29])[C:31]([O:32][CH2:33][CH:34]([CH3:35])[CH3:36])=[O:37])[cH:10][cH:11]1)([CH3:38])[CH3:39].[CH3:40][O-:41].[CH3:43][OH:44].[Na+:42]>>[C:1](=[O:2])([OH:3])[C:4]([CH2:5][c:6]1[cH:7][cH:8][c:9](-[c:12]2[n:13][cH:14][cH:15][cH:16][c:17]2[S:18](=[O:19])(=[O:20])[NH:21][c:22]2[n:23][cH:24][c:25]([CH3:30])[n:26][c:27]2[O:28][CH3:29])[cH:10][cH:11]1)([CH3:38])[CH3:39]. The reactants are Ph(PPh3)4, IC1=NNC2=CC(=CC=C12)[C@@H]1C[C@@]12C(NC1=CC=CC=C21)=O ((1R*,2S*)-2-(3-iodo-1H-indazol-6-yl)-spiro [cyclopropane-1,3′-indolin]-2′-one), CC1(OB(OC1(C)C)C=C)C (4,4,5,5-tetramethyl-2-vinyl-1,3,2-dioxaborolane), C(=O)([O-])[O-].[Na+].[Na+] (Na2CO3). The solvent is C1(=CC=CC=C1)C.CCO (PhCH3 EtOH). The product is C(=C)C1=NNC2=CC(=CC=C12)[C@@H]1C[C@@]12C(NC1=CC=CC=C21)=O ((1R*,2S*)-2-(3-vinyl-1H-indazol-6-yl)spiro[cyclopropane-1,3′-indolin]-2′-one). Yield: 85.0%. RXN SMILES: I[C:2]1[C:10]2[C:5](=[CH:6][C:7]([C@H:11]3[C@@:13]4([C:21]5[C:16](=[CH:17][CH:18]=[CH:19][CH:20]=5)[NH:15][C:14]4=[O:22])[CH2:12]3)=[CH:8][CH:9]=2)[NH:4][N:3]=1.[CH3:23][C:24]1(C)C(C)(C)OB(C=C)O1.C([O-])([O-])=O.[Na+].[Na+]>C1(C)C=CC=CC=1.CCO>[CH:23]([C:2]1[C:10]2[C:5](=[CH:6][C:7]([C@H:11]3[C@@:13]4([C:21]5[C:16](=[CH:17][CH:18]=[CH:19][CH:20]=5)[NH:15][C:14]4=[O:22])[CH2:12]3)=[CH:8][CH:9]=2)[NH:4][N:3]=1)=[CH2:24] |f:2.3.4,5.6|. Reported procedure: To a mixture of (1R*,2S*)-2-(3-iodo-1H-indazol-6-yl)-spiro [cyclopropane-1,3′-indolin]-2′-one (802 mg, 2 mmol) and 4,4,5,5-tetramethyl-2-vinyl-1,3,2-dioxaborolane (462 mg, 3 mmol) in a 20 mL microwave vial was added PhCH3/EtOH (8 mL/4 mL), followed by 1 M Na2CO3 (3 mL, 3 mmol) and Ph(PPh3)4 (46 mg, 0.04 mmol, 2 mol %) was added and the resulting mixture was purged with argon, then microwaved 3 h at 120° C. After aqueous workup, the solution was extracted with EtOAc and was purified by flash chro... The reactants are ClC1=C(C(=O)N[C@@H]2CCC3=CC=C(C=C23)C(=O)N(C2CCNCC2)C)C=CC=C1 ((R)-3-(2-chlorobenzamido)-N-methyl-N-(piperidin-4-yl)-2,3-dihydro-1H-indene-5-carboxamide), ClC1=CC=[N+](C=C1)[O-] (4-chloropyridine N-oxide), CCN(C(C)C)C(C)C (DIPEA). The solvent is C(C)O (ethanol). Run at temperature 130 celsius. Yields the product ClC1=C(C(=O)N[C@@H]2CCC3=CC=C(C=C23)C(=O)N(C2CCN(CC2)C2=CC=[N+](C=C2)[O-])C)C=CC=C1 ((3R)-3-[(2-Chloro-benzoyl)amino]-N-methyl-N-[1-(1-oxido-pyridin-1-ium-4-yl)-piperidin-4-yl]-2,3-dihydro-1H-indene-5-carboxylic acid amide). Isolated yield 18.0%. Reaction SMILES: [Cl:1][C:2]1[CH:29]=[CH:28][CH:27]=[CH:26][C:3]=1[C:4]([NH:6][C@H:7]1[C:15]2[C:10](=[CH:11][CH:12]=[C:13]([C:16]([N:18]([CH3:25])[CH:19]3[CH2:24][CH2:23][NH:22][CH2:21][CH2:20]3)=[O:17])[CH:14]=2)[CH2:9][CH2:8]1)=[O:5].Cl[C:31]1[CH:36]=[CH:35][N+:34]([O-:37])=[CH:33][CH:32]=1.CCN(C(C)C)C(C)C>C(O)C>[Cl:1][C:2]1[CH:29]=[CH:28][CH:27]=[CH:26][C:3]=1[C:4]([NH:6][C@H:7]1[C:15]2[C:10](=[CH:11][CH:12]=[C:13]([C:16]([N:18]([CH3:25])[CH:19]3[CH2:20][CH2:21][N:22]([C:31]4[CH:36]=[CH:35][N+:34]([O-:37])=[CH:33][CH:32]=4)[CH2:23][CH2:24]3)=[O:17])[CH:14]=2)[CH2:9][CH2:8]1)=[O:5]. Reported procedure: A mixture of (R)-3-(2-chlorobenzamido)-N-methyl-N-(piperidin-4-yl)-2,3-dihydro-1H-indene-5-carboxamide (see stage 2 illustrative compound H-214) (200 mg, 0.486 mmol, 1 eq), 4-chloropyridine N-oxide (63 mg, 0.486 mmol, 1 eq) and DIPEA (0.210 ml, 1.215 mmol, 2.5 eq) in ethanol (10 ml) was heated for 72 h at 130° C. in a pressure vessel. The reaction mixture was concentrated under reduced pressure and the crude product was then prepurified by column chromatography (Alox, 1% methanol/dichloromethane... The reactants are O=C([O-])[O-], O=C(OCc1ccccc1)N1CCCC1c1cn2cccc(Br)c2n1, [K+], [K+], Cc1ccccc1B(O)O, c1ccc(P(c2ccccc2)(c2ccccc2)[Pd](P(c2ccccc2)(c2ccccc2)c2ccccc2)(P(c2ccccc2)(c2ccccc2)c2ccccc2)P(c2ccccc2)(c2ccccc2)c2ccccc2)cc1. The product is Cc1ccccc1-c1cccn2cc(C3CCCN3C(=O)OCc3ccccc3)nc12. RXN SMILES: [C:36](=[O:37])([O-:38])[O-:39].[CH2:1]([c:2]1[cH:3][cH:4][cH:5][cH:6][cH:7]1)[O:8][C:9](=[O:10])[N:11]1[CH:12]([c:16]2[n:17][c:18]3[n:19]([cH:20][cH:21][cH:22][c:23]3[Br:24])[cH:25]2)[CH2:13][CH2:14][CH2:15]1.[K+:40].[K+:41].[c:26]1([CH3:35])[c:27]([B:32]([OH:33])[OH:34])[cH:28][cH:29][cH:30][cH:31]1.[cH:42]1[cH:43][cH:44][c:45]([P:46]([Pd:47]([P:48]([c:49]2[cH:50][cH:51][cH:52][cH:53][cH:54]2)([c:55]2[cH:56][cH:57][cH:58][cH:59][cH:60]2)[c:61]2[cH:62][cH:63][cH:64][cH:65][cH:66]2)([P:67]([c:68]2[cH:69][cH:70][cH:71][cH:72][cH:73]2)([c:74]2[cH:75][cH:76][cH:77][cH:78][cH:79]2)[c:80]2[cH:81][cH:82][cH:83][cH:84][cH:85]2)[P:86]([c:87]2[cH:88][cH:89][cH:90][cH:91][cH:92]2)([c:93]2[cH:94][cH:95][cH:96][cH:97][cH:98]2)[c:99]2[cH:100][cH:101][cH:102][cH:103][cH:104]2)([c:105]2[cH:106][cH:107][cH:108][cH:109][cH:110]2)[c:111]2[cH:112][cH:113][cH:114][cH:115][cH:116]2)[cH:117][cH:118]1>>[CH2:1]([c:2]1[cH:3][cH:4][cH:5][cH:6][cH:7]1)[O:8][C:9](=[O:10])[N:11]1[CH:12]([c:16]2[n:17][c:18]3[n:19]([cH:20][cH:21][cH:22][c:23]3-[c:27]3[c:26]([CH3:35])[cH:31][cH:30][cH:29][cH:28]3)[cH:25]2)[CH2:13][CH2:14][CH2:15]1.